Dataset: the Open Reaction Database (ORD), a public repository of structured organic reaction records. Task: describe an organic reaction: reactants, conditions, products, and yield Starting materials: BrC1=CC(=C(C=C1)O)F (4-bromo-2-fluorophenol), O1CCC(CC1)O (tetrahydro-4H-pyran-4-ol). The product is BrC1=CC(=C(OC2CCOCC2)C=C1)F (4-(4-Bromo-2-fluoro-phenoxy)-tetrahydro-pyran). As a reaction SMILES: [Br:1][C:2]1[CH:7]=[CH:6][C:5]([OH:8])=[C:4]([F:9])[CH:3]=1.[O:10]1[CH2:15][CH2:14][CH:13](O)[CH2:12][CH2:11]1>>[Br:1][C:2]1[CH:7]=[CH:6][C:5]([O:8][CH:13]2[CH2:14][CH2:15][O:10][CH2:11][CH2:12]2)=[C:4]([F:9])[CH:3]=1. Procedure: The title compound was prepared from 4-bromo-2-fluorophenol and tetrahydro-4H-pyran-4-ol in analogy to Example 9c): MS (EI): 274 and 276 M+. The reactants are ClCCl, O=C1CCC(=O)N1Cl, Nc1cccc(F)c1, O. Product: Nc1ccc(Cl)c(F)c1. RXN SMILES: [Cl:18][CH2:19][Cl:20].[Cl:9][N:10]1[C:11](=[O:12])[CH2:13][CH2:14][C:15]1=[O:16].[NH2:1][c:2]1[cH:3][cH:4][cH:5][c:6]([F:7])[cH:8]1.[OH2:17]>>[NH2:1][c:2]1[cH:3][cH:4][c:5]([Cl:9])[c:6]([F:7])[cH:8]1. Starting materials: CCCCC1COC(c2ccc(C=C(Br)Br)cc2)OC1, [Li]CCCC, CCCCCC, N#COc1ccccc1, C1CCOC1, O. Yields the product CCCCC1COC(c2ccc(C#CC#N)cc2)OC1. As a reaction SMILES: [Br:1][C:2](=[CH:3][c:4]1[cH:5][cH:6][c:7]([CH:10]2[O:11][CH2:12][CH:13]([CH2:16][CH2:17][CH2:18][CH3:19])[CH2:14][O:15]2)[cH:8][cH:9]1)[Br:20].[CH2:21]([Li:22])[CH2:23][CH2:24][CH3:25].[CH3:41][CH2:42][CH2:43][CH2:44][CH2:45][CH3:46].[N:26]#[C:27][O:28][c:29]1[cH:30][cH:31][cH:32][cH:33][cH:34]1.[O:36]1[CH2:37][CH2:38][CH2:39][CH2:40]1.[OH2:35]>>[C:2](#[C:3][c:4]1[cH:5][cH:6][c:7]([CH:10]2[O:11][CH2:12][CH:13]([CH2:16][CH2:17][CH2:18][CH3:19])[CH2:14][O:15]2)[cH:8][cH:9]1)[C:27]#[N:26]. The reactants are CC1=NN(C=2N=C(C=C(C21)C(=O)OC)C)C2=CC=CC=C2 (Methyl 3,6-dimethyl-1-phenyl-1H-pyrazolo[3,4-b]pyridine-4-carboxylate), Cl (HCl). The yield is 81.0%. Procedure: Synthesized using the procedure for 1 except ester 46 was used as the starting material. After the work up and acidifying the aqueous layer with 1N HCl, solid precipitated which was filtered off and dried on high vacuum to provide the title compound (165 mg, 81%) as a light yellow solid. 100% pure by HPLC. 1H NMR (400 MHz, DMSO-d6) δ 13.90 (s, 1H), 8.19 (d, J=7.7 Hz, 2H), 7.56-7.48 (m, 3H), 7.29 (t, J=7.3 Hz, 1H), 2.65 (s, 3H), 2.63 (s, 3H). 13C NMR (100 MHz, DMSO-d6) δ 167.04, 159.52, 151.67, 1... Product: CC1=NN(C=2N=C(C=C(C21)C(=O)O)C)C2=CC=CC=C2 (3,6-Dimethyl-1-phenyl-1H-pyrazolo[3,4-b]pyridine-4-carboxylic acid). RXN SMILES: [CH3:1][C:2]1[C:10]2[C:9]([C:11]([O:13]C)=[O:12])=[CH:8][C:7]([CH3:15])=[N:6][C:5]=2[N:4]([C:16]2[CH:21]=[CH:20][CH:19]=[CH:18][CH:17]=2)[N:3]=1.Cl>>[CH3:1][C:2]1[C:10]2[C:9]([C:11]([OH:13])=[O:12])=[CH:8][C:7]([CH3:15])=[N:6][C:5]=2[N:4]([C:16]2[CH:21]=[CH:20][CH:19]=[CH:18][CH:17]=2)[N:3]=1. Reactants: OC1=C(C(=O)OCC(C)C)C=C(C=C1)C=CC1=CC=C(C=C1)S(=O)(=O)NC1=NC=CC=C1C (Isobutyl 2-hydroxy-5-[2-[4-[(3-methyl-2-pyridinylamino)sulfonyl]phenyl]ethenyl]benzoate), [OH-].[K+] (potassium hydroxide), S(=O)([O-])[O-].[Na+].[Na+] (sodium sulfite). Solvent: O (water). The product is OC1=C(C(=O)O)C=C(C=C1)C=CC1=CC=C(C=C1)S(=O)(=O)NC1=NC=CC=C1C (2-Hydroxy-5-[2-[4-[(3-methyl-2-pyridinylamino)sulfonyl]phenyl]ethenyl]benzoic acid). RXN SMILES: [OH:1][C:2]1[CH:14]=[CH:13][C:12]([CH:15]=[CH:16][C:17]2[CH:22]=[CH:21][C:20]([S:23]([NH:26][C:27]3[C:32]([CH3:33])=[CH:31][CH:30]=[CH:29][N:28]=3)(=[O:25])=[O:24])=[CH:19][CH:18]=2)=[CH:11][C:3]=1[C:4]([O:6]CC(C)C)=[O:5].[OH-].[K+].S([O-])([O-])=O.[Na+].[Na+]>O>[OH:1][C:2]1[CH:14]=[CH:13][C:12]([CH:15]=[CH:16][C:17]2[CH:18]=[CH:19][C:20]([S:23]([NH:26][C:27]3[C:32]([CH3:33])=[CH:31][CH:30]=[CH:29][N:28]=3)(=[O:25])=[O:24])=[CH:21][CH:22]=2)=[CH:11][C:3]=1[C:4]([OH:6])=[O:5] |f:1.2,3.4.5|. Reported procedure: The product from Example 12c (78 g) was added to a solution of potassium hydroxide (50 g, 0.78 mol) in water (600 ml) and the mixture was refluxed overnight. After addition of activated carbon (2 g) and sodium sulfite (0.5 g) the mixture was allowed to cool, with stirring to room temperature and then filtered. Reactants: Cl(=O)(=O)(=O)O (perchloric acid), C(CCCCCCCCCCC)(=O)O (lauric acid), FC(C(=O)OC(C(F)(F)F)=O)(F)F (trifluoroacetic anhydride), C(=O)([O-])[O-].[Na+].[Na+] (Na2CO3), C(C)OC(C(=C)C=1OC=CC1)=O (ethyl-2-furanylacrylate). Run in CCOCC (ether). Conditions: time 0.5 hour. The product is O=C(CCCCCCCCCCC)C1=CC=C(O1)/C=C/C(=O)OCC (ethyl (E)-3-[5-(1-oxododecyl)-2-furanyl]-2-propenoate). Reaction SMILES: [C:1]([OH:14])(=O)[CH2:2][CH2:3][CH2:4][CH2:5][CH2:6][CH2:7][CH2:8][CH2:9][CH2:10][CH2:11][CH3:12].FC(F)(F)[C:17]([O:19][C:20](=O)[C:21](F)(F)F)=[O:18].C(OC(=O)[C:32]([C:34]1[O:35][CH:36]=[CH:37][CH:38]=1)=[CH2:33])C.Cl(O)(=O)(=O)=O.C([O-])([O-])=O.[Na+].[Na+]>CCOCC>[O:14]=[C:1]([C:36]1[O:35][C:34](/[CH:32]=[CH:33]/[C:17]([O:19][CH2:20][CH3:21])=[O:18])=[CH:38][CH:37]=1)[CH2:2][CH2:3][CH2:4][CH2:5][CH2:6][CH2:7][CH2:8][CH2:9][CH2:10][CH2:11][CH3:12] |f:4.5.6|. Reported procedure: A mixture of 11.8 g (0.0589 mole) of lauric acid and 14.8 g (0.0707 mole) of trifluoroacetic anhydride is stirred at room temperature for 1/2 hour. To the mixture 10.0 g (0.060 mole) of ethyl-2-furanylacrylate is added and the mixture is cooled to about -10° C. One ml of 70% perchloric acid is added and the mixture is warmed to room temperature and stirred for 1 hour. The mixture is diluted with 100 ml of ether and treated with saturated aqueous Na2CO3 until basic. The layers are separated and t... The reactants are C(C)(C)(C)OC(=O)N[C@H]1[C@H](CC[C@@H](C1)C(N(C)C)=O)NC(=O)C=1N=CC2=CC(=CC=C2C1)Cl ((1S,2R,4S)-N2-(tert-Butoxycarbonyl)-N1-[(7-chloroisoquinolin-3-yl)carbonyl]-4-(N,N-dimethyl-carbamoyl)-1,2-cyclohexanediamine), Cl (hydrochloric acid), CN1CC2=C(CC1)N=C(S2)C(=O)[O-].[Li+] (lithium 5-methyl-4,5,6,7-tetrahydrothiazolo[5,4-c]pyridine-2-carboxylate). Solvent: C(C)O (ethanol). The product is Cl.ClC1=CC=C2C=C(N=CC2=C1)C(=O)N[C@@H]1[C@@H](C[C@H](CC1)C(N(C)C)=O)NC(=O)C=1SC=2CN(CCC2N1)C ((1S,2R,4S)-N1-[(7-Chloroisoquinolin-3-yl)carbonyl]-4-(N,N-dimethylcarbamoyl)-N2-[(5-methyl-4,5,6,7-tetrahydrothiazolo[5,4-c]pyridin-2-yl)carbonyl]-1,2-cyclohexanediamine hydrochloride). As a reaction SMILES: C([O:5][C:6]([NH:8][C@@H:9]1[CH2:14][C@@H:13]([C:15](=[O:19])[N:16]([CH3:18])[CH3:17])[CH2:12][CH2:11][C@@H:10]1[NH:20][C:21]([C:23]1[N:24]=[CH:25][C:26]2[C:31]([CH:32]=1)=[CH:30][CH:29]=[C:28]([Cl:33])[CH:27]=2)=[O:22])=O)(C)(C)C.Cl.[CH3:35][N:36]1[CH2:41][CH2:40][C:39]2[N:42]=[C:43](C([O-])=O)[S:44][C:38]=2[CH2:37]1.[Li+]>C(O)C>[ClH:33].[Cl:33][C:28]1[CH:27]=[C:26]2[C:31]([CH:32]=[C:23]([C:21]([NH:20][C@H:10]3[CH2:11][CH2:12][C@H:13]([C:15](=[O:19])[N:16]([CH3:17])[CH3:18])[CH2:14][C@H:9]3[NH:8][C:6]([C:43]3[S:44][C:38]4[CH2:37][N:36]([CH3:35])[CH2:41][CH2:40][C:39]=4[N:42]=3)=[O:5])=[O:22])[N:24]=[CH:25]2)=[CH:30][CH:29]=1 |f:2.3,5.6|. Procedure details: (1S,2R,4S)-N2-(tert-Butoxycarbonyl)-N1-[(7-chloroisoquinolin-3-yl)carbonyl]-4-(N,N-dimethyl-carbamoyl)-1,2-cyclohexanediamine was treated with a saturated ethanol solution of hydrochloric acid and then condensed with lithium 5-methyl-4,5,6,7-tetrahydrothiazolo[5,4-c]pyridine-2-carboxylate in a similar manner to Example 118 to obtain the title compound. Starting materials: N1(N=NC=C1)CCCCC1=CC=C(C=C1)O (4-[4-(1H-1,2,3-triazol-1-yl)butyl]phenol), [H-].[Na+] (sodium hydride), ClCC=1N=C(OC1)\C=C\C1=C(C=C(C=C1)F)F (4-(chloromethyl)-2-[(E)-2-(2,4-difluorophenyl)ethenyl]-1,3-oxazole). Product: FC1=C(C=CC(=C1)F)/C=C/C=1OC=C(N1)COC1=CC=C(C=C1)CCCCN1N=NC=C1 (1-{4-[4-({2-[(E)-2-(2,4-difluorophenyl)ethenyl]-1,3-oxazol-4-yl}methoxy)phenyl]butyl}-1H-1,2,3-triazole). The yield is 83.2%. RXN SMILES: [N:1]1([CH2:6][CH2:7][CH2:8][CH2:9][C:10]2[CH:15]=[CH:14][C:13]([OH:16])=[CH:12][CH:11]=2)[CH:5]=[CH:4][N:3]=[N:2]1.[H-].[Na+].Cl[CH2:20][C:21]1[N:22]=[C:23](/[CH:26]=[CH:27]/[C:28]2[CH:33]=[CH:32][C:31]([F:34])=[CH:30][C:29]=2[F:35])[O:24][CH:25]=1>>[F:35][C:29]1[CH:30]=[C:31]([F:34])[CH:32]=[CH:33][C:28]=1/[CH:27]=[CH:26]/[C:23]1[O:24][CH:25]=[C:21]([CH2:20][O:16][C:13]2[CH:12]=[CH:11][C:10]([CH2:9][CH2:8][CH2:7][CH2:6][N:1]3[CH:5]=[CH:4][N:3]=[N:2]3)=[CH:15][CH:14]=2)[N:22]=1 |f:1.2|. Procedure: Using 4-[4-(1H-1,2,3-triazol-1-yl)butyl]phenol (152 mg), 65% oily sodium hydride (28 mg) and 4-(chloromethyl)-2-[(E)-2-(2,4-difluorophenyl)ethenyl]-1,3-oxazole (188 mg), the same reaction as Example 2 was carried out to yield the titled compound (254 mg).